From a dataset of the Open Reaction Database (ORD), a public repository of structured organic reaction records. describe an organic reaction: reactants, conditions, products, and yield Reactants: COC1=CC=C2C=CC(=CC2=C1)O (7-methoxy-2-naphthol), C1(OCCO1)=O (ethylene carbonat). The product is COC1=CC=C2C=CC(=CC2=C1)OCCO (2-(7-methoxy-naphthalen-2-yloxy)ethanol). RXN SMILES: [CH3:1][O:2][C:3]1[CH:12]=[C:11]2[C:6]([CH:7]=[CH:8][C:9]([OH:13])=[CH:10]2)=[CH:5][CH:4]=1.C1(=O)O[CH2:17][CH2:16][O:15]1>>[CH3:1][O:2][C:3]1[CH:12]=[C:11]2[C:6]([CH:7]=[CH:8][C:9]([O:13][CH2:17][CH2:16][OH:15])=[CH:10]2)=[CH:5][CH:4]=1. Procedure details: *Prepared from 7-methoxy-2-naphthol and ethylene carbonat according to the procedure of Example 134, step 1, in WO 00/76984. The reaction mixture was refluxed for 2 h. Pure 2-(7-methoxy-naphthalen-2-yloxy)ethanol was obtained after column chromatography on silica gel using n-hexane/ethyl acetate (6:4) as eluent. The reactants are OC(C1=CC=C(C(=O)O)C=C1)(C1=CC=CC=C1)C1=CC(=CC=C1)OCCCNC(CCCCCNC(CCCCC1SCC2NC(NC21)=O)=O)=O (4-{Hydroxy-[3-(3-{6-[5-(2-oxo-hexahydro-thieno[3,4-d]imidazol-4-yl)-pentanoylamino]-hexanoylamino}-propoxy)-phenyl]-phenyl-methyl}-benzoic acid), C(C)(C)N=C=NC(C)C (1,3-diisopropyl carbodiimide), ON1C(CCC1=O)=O (N-hydroxy succinimide). Solvent: CN(C)C=O (DMF). Conditions: time 5 minute. Product: C1(CCC(N1OC(C1=CC=C(C=C1)C(C1=CC=CC=C1)(C1=CC(=CC=C1)OCCCNC(CCCCCNC(CCCCC1SCC2NC(NC21)=O)=O)=O)O)=O)=O)=O (4-{Hydroxy-[3-(3-{6-[5-(2-oxo-hexahydro-thieno[3,4-d]imidazol-4-yl)-pentanoylamino]-hexanoylamino}-propoxy)-phenyl]-phenyl-methyl}-benzoic acid succinimidyl ester). As a reaction SMILES: [OH:1][C:2]([C:18]1[CH:23]=[CH:22][CH:21]=[C:20]([O:24][CH2:25][CH2:26][CH2:27][NH:28][C:29](=[O:51])[CH2:30][CH2:31][CH2:32][CH2:33][CH2:34][NH:35][C:36](=[O:50])[CH2:37][CH2:38][CH2:39][CH2:40][CH:41]2[CH:48]3[CH:44]([NH:45][C:46](=[O:49])[NH:47]3)[CH2:43][S:42]2)[CH:19]=1)([C:12]1[CH:17]=[CH:16][CH:15]=[CH:14][CH:13]=1)[C:3]1[CH:11]=[CH:10][C:6]([C:7]([OH:9])=[O:8])=[CH:5][CH:4]=1.C(N=C=NC(C)C)(C)C.O[N:62]1[C:66](=[O:67])[CH2:65][CH2:64][C:63]1=[O:68]>CN(C=O)C>[C:63]1(=[O:68])[N:62]([O:8][C:7](=[O:9])[C:6]2[CH:5]=[CH:4][C:3]([C:2]([OH:1])([C:18]3[CH:23]=[CH:22][CH:21]=[C:20]([O:24][CH2:25][CH2:26][CH2:27][NH:28][C:29](=[O:51])[CH2:30][CH2:31][CH2:32][CH2:33][CH2:34][NH:35][C:36](=[O:50])[CH2:37][CH2:38][CH2:39][CH2:40][CH:41]4[CH:48]5[CH:44]([NH:45][C:46](=[O:49])[NH:47]5)[CH2:43][S:42]4)[CH:19]=3)[C:12]3[CH:17]=[CH:16][CH:15]=[CH:14][CH:13]=3)=[CH:11][CH:10]=2)[C:66](=[O:67])[CH2:65][CH2:64]1. Reported procedure: To a solution of biotinylated trityl acid (5, 175 mg, 0.244 mM) in anhydrous DMF (3 mL) was added 1,3-diisopropyl carbodiimide (4 mg, 0.35 mM) and stirred the reaction mixture for 5 min. To this reaction mixture was added N-hydroxy succinimide (40 mg, 0.32 mM) and stirred for over night at room temperature. The solvent was removed under high vacuum and the residue obtained was purified by silca gel column chromatography using CH3OH/CH2Cl2, 3:7) mixture as a solvent system. Evaporation of the sol... Reactants: C[O-].[Na+] (NaOMe), ice, ClC1=NC(=NC(=C1C)Cl)SC (4,6-dichloro-5-methyl-2-(methylthio)pyrimidine), C[O-].[Na+] (NaOMe), CO (MeOH). Conditions: time 18 hour. Yields the product COC1=NC(=NC(=C1C)OC)SC (4,6-dimethoxy-5-methyl-2-(methylthio)pyrimidine). As a reaction SMILES: Cl[C:2]1[C:7]([CH3:8])=[C:6](Cl)[N:5]=[C:4]([S:10][CH3:11])[N:3]=1.[CH3:12][O-:13].[Na+].[CH3:15][OH:16]>>[CH3:12][O:13][C:2]1[C:7]([CH3:8])=[C:6]([O:16][CH3:15])[N:5]=[C:4]([S:10][CH3:11])[N:3]=1 |f:1.2|. Procedure details: To an ice-cooled solution of 4,6-dichloro-5-methyl-2-(methylthio)pyrimidine (607 mg, 2.903 mmol) in MeOH (7 mL), NaOMe (1.25 g, 23.23 mmol) was added portionwise. The brown suspension was slowly allowed to reach rt, stirred at rt for 18 h and refluxed (85° C.) for 3 h. Due to the fact that the reaction was not completed, 0.4 eq. of NaOMe was added and the dark yellow suspension was refluxed (85° C.) for another 18 h. The reaction mixture was allowed to reach rt, then the solvent was removed and ... The reactants are F[B-](F)(F)F, CC(C)(C)OC(=O)N1Cc2cc(N)ccc2C(C)(C)C1, CNc1nccc(C(C)Nc2ccccc2C(=O)O)n1, CCN(C(C)C)C(C)C, ClCCl, CN(C)C(On1nnc2ccccc21)=[N+](C)C. The product is CNc1nccc(C(C)Nc2ccccc2C(=O)Nc2ccc3c(c2)CN(C(=O)OC(C)(C)C)CC3(C)C)n1. RXN SMILES: [B-:41]([F:42])([F:43])([F:44])[F:45].[C:21]([CH3:22])([CH3:23])([CH3:24])[O:25][C:26](=[O:27])[N:28]1[CH2:29][c:30]2[cH:31][c:32]([NH2:40])[cH:33][cH:34][c:35]2[C:36]([CH3:38])([CH3:39])[CH2:37]1.[CH3:1][NH:2][c:3]1[n:4][cH:5][cH:6][c:7]([CH:9]([CH3:10])[NH:11][c:12]2[c:13]([C:14](=[O:15])[OH:16])[cH:17][cH:18][cH:19][cH:20]2)[n:8]1.[CH:63]([N:64]([CH2:65][CH3:66])[CH:67]([CH3:68])[CH3:69])([CH3:70])[CH3:71].[Cl:72][CH2:73][Cl:74].[n:46]1([O:47][C:48]([N:49]([CH3:50])[CH3:51])=[N+:52]([CH3:53])[CH3:54])[c:55]2[cH:56][cH:57][cH:58][cH:59][c:60]2[n:61][n:62]1>>[CH3:1][NH:2][c:3]1[n:4][cH:5][cH:6][c:7]([CH:9]([CH3:10])[NH:11][c:12]2[c:13]([C:14](=[O:16])[NH:40][c:32]3[cH:31][c:30]4[c:35]([cH:34][cH:33]3)[C:36]([CH3:38])([CH3:39])[CH2:37][N:28]([C:26]([O:25][C:21]([CH3:22])([CH3:23])[CH3:24])=[O:27])[CH2:29]4)[cH:17][cH:18][cH:19][cH:20]2)[n:8]1. Starting materials: COC1=CC=C(C(C(=O)O)=C1)O (5-methoxysalicylic acid), ClC1=C(N)C=C(C=C1)C(F)(F)F (2-chloro-5-(trifluoromethyl)aniline), raw materials. Yields the product ClC1=C(C=C(C=C1)C(F)(F)F)NC(C1=C(C=CC(=C1)OC)O)=O (N-[2-Chloro-5-(trifluoromethyl)phenyl]-2-hydroxy-5-methoxybenzamide). Yield: 56.4%. As a reaction SMILES: [CH3:1][O:2][C:3]1[CH:11]=[C:7]([C:8]([OH:10])=O)[C:6]([OH:12])=[CH:5][CH:4]=1.[Cl:13][C:14]1[CH:20]=[CH:19][C:18]([C:21]([F:24])([F:23])[F:22])=[CH:17][C:15]=1[NH2:16]>>[Cl:13][C:14]1[CH:20]=[CH:19][C:18]([C:21]([F:23])([F:24])[F:22])=[CH:17][C:15]=1[NH:16][C:8](=[O:10])[C:7]1[CH:11]=[C:3]([O:2][CH3:1])[CH:4]=[CH:5][C:6]=1[OH:12]. Reported procedure: Using 5-methoxysalicylic acid and 2-chloro-5-(trifluoromethyl)aniline as the raw materials, the same operation as the example 16 gave the title compound. The reactants are [OH-].[Na+] (NaOH), C(C=C)N1C2=C(OCC1)C=CC(=C2Cl)C2=C(C(=NC=1N2N=C(C1)C=1C=C(C=CC1)C1=CC(=CC=C1)OCC=C)C)[C@@H](C(=O)OC)OC(C)(C)C ((2S)-methyl 2-(7-(4-allyl-5-chloro-3,4-dihydro-2H-benzo[b][1,4]oxazin-6-yl)-2-(3′-(allyloxy)-[1,1′-biphenyl]-3-yl)-5-methylpyrazolo[1,5-a]pyrimidin-6-yl)-2-(tert-butoxy)acetate). Reagents/catalysts: CC1=CC(=C(C(=C1)C)N2CCN(C2=[Ru](=CC3=C(C=CC=C3)OC(C)C)(Cl)Cl)C4=C(C=C(C=C4C)C)C)C (Hoveyda-Grubbs 2nd generation). Run in CO (MeOH), ClCCCl (DCE). Conditions: temperature 50 celsius. Yields the product C(C)(C)(C)O[C@H](C(=O)O)C1=C2C3=CC=C4OCCN(CC=CCOC5=CC=CC(C6=CC=CC(C7=NN2C(N=C1C)=C7)=C6)=C5)C4=C3Cl ((2S)-2-(tert-Butoxy)-2-[32-chloro-4-methyl-20,28-dioxa-5,7,8,25-tetraazaheptacyclo[23.6.2.16,9.110,14.115,19.02,7.029,33]hexatriaconta-1(31),2,4,6(36),8,10(35), 11,13,15(34), 16,18,22,29,32-tetradecaen-3-yl]acetic acid). The yield is 25.9%. As a reaction SMILES: [CH2:1]([N:4]1[CH2:9][CH2:8][O:7][C:6]2[CH:10]=[CH:11][C:12]([C:15]3[N:20]4[N:21]=[C:22]([C:24]5[CH:25]=[C:26]([C:30]6[CH:35]=[CH:34][CH:33]=[C:32]([O:36][CH2:37][CH:38]=C)[CH:31]=6)[CH:27]=[CH:28][CH:29]=5)[CH:23]=[C:19]4[N:18]=[C:17]([CH3:40])[C:16]=3[C@H:41]([O:46][C:47]([CH3:50])([CH3:49])[CH3:48])[C:42]([O:44]C)=[O:43])=[C:13]([Cl:14])[C:5]1=2)[CH:2]=C.[OH-].[Na+]>CC1C=C(C)C(N2C(=[Ru](Cl)(Cl)=CC3C=CC=CC=3OC(C)C)N(C3C(C)=CC(C)=CC=3C)CC2)=C(C)C=1.ClCCCl.CO>[C:47]([O:46][C@@H:41]([C:16]1[C:17]([CH3:40])=[N:18][C:19]2=[CH:23][C:22]3=[N:21][N:20]2[C:15]=1[C:12]1[C:13]([Cl:14])=[C:5]2[C:6]([O:7][CH2:8][CH2:9][N:4]2[CH2:1][CH:2]=[CH:38][CH2:37][O:36][C:32]2[CH:31]=[C:30]([C:26]4[CH:25]=[C:24]3[CH:29]=[CH:28][CH:27]=4)[CH:35]=[CH:34][CH:33]=2)=[CH:10][CH:11]=1)[C:42]([OH:44])=[O:43])([CH3:50])([CH3:48])[CH3:49] |f:1.2|. Reported procedure: A mixture of (2S)-methyl 2-(7-(4-allyl-5-chloro-3,4-dihydro-2H-benzo[b][1,4]oxazin-6-yl)-2-(3′-(allyloxy)-[1,1′-biphenyl]-3-yl)-5-methylpyrazolo[1,5-a]pyrimidin-6-yl)-2-(tert-butoxy)acetate (40 mg, 0.058 mmol) and Hoveyda-Grubbs 2nd generation catalyst (4.90 mg, 5.77 μmol) catalyst in DCE (2 mL) was heated at 50° C. for 5 h. Mixture was then cooled to room temp and concentrated under reduced pressure. Mixture was then treated with 1N NaOH (0.173 mL, 0.173 mmol) in MeOH (2.0 mL) at 50° C. for 3 h...